This data is from the Open Reaction Database (ORD), a public repository of structured organic reaction records. The task is: describe an organic reaction: reactants, conditions, products, and yield The reactants are C([O-])([O-])=O.[K+].[K+] (Potassium carbonate), ClC1=C(C(=O)O)C=CC=N1 (2-chloronicotinic acid), C(C1=CC=CC=C1)N (benzylamine). Procedure details: Potassium carbonate (4.82 g, 34.9 mmol) was added to a mixture of 2-chloronicotinic acid (5.0 g, 31.7 mol), benzylamine (3.47 ml, 31.7 mmol) and copper (I) bromide (450 mg, 3.17 mmol) in N,N-dimethylformamide (50 ml), and the reaction heated at 100° C. for 2 hours, then cooled. The resulting solid was filtered off and the filtrate evaporated under reduced pressure. The residue was partitioned between 4N sodium hydroxide solution (25 ml) and dichloromethane (25 ml) and the layers separated. The o... Reagents/catalysts: [Cu]Br (copper (I) bromide). As a reaction SMILES: C(=O)([O-])[O-].[K+].[K+].Cl[C:8]1[N:16]=[CH:15][CH:14]=[CH:13][C:9]=1[C:10]([OH:12])=[O:11].[CH2:17]([NH2:24])[C:18]1[CH:23]=[CH:22][CH:21]=[CH:20][CH:19]=1>CN(C)C=O.[Cu]Br>[CH2:17]([NH:24][C:8]1[N:16]=[CH:15][CH:14]=[CH:13][C:9]=1[C:10]([OH:12])=[O:11])[C:18]1[CH:23]=[CH:22][CH:21]=[CH:20][CH:19]=1 |f:0.1.2|. The product is C(C1=CC=CC=C1)NC1=C(C(=O)O)C=CC=N1 (2-Benzylamino-nicotinic Acid). Run at temperature 100 celsius. The solvent is CN(C=O)C (N,N-dimethylformamide). The reactants are COC1=C(CNC=2C3=C(N=CN2)N(C=C3)[C@@H]3O[C@@H]([C@@H]2[C@H]3OC(O2)(C)C)CN(C2CC(C2)CCC(=O)OCC2=CC=CC=C2)C(C)C)C=CC(=C1)OC (benzyl 3-(3-((((3aR,4R,6R,6aR)-6-(4-((2,4-dimethoxybenzyl)amino)-7H-pyrrolo[2,3-d]pyrimidin-7-yl)-2,2-dimethyltetrahydrofuro[3,4-d][1,3]dioxol-4-yl)methyl)(isopropyl)amino)cyclobutyl)propanoate), O[Li].O (LiOH.H2O). Solvent: C1CCOC1.CO (THF MeOH), O (water). Run at temperature 30 celsius, time 2 hour. The product is COC1=C(CNC=2C3=C(N=CN2)N(C=C3)[C@@H]3O[C@@H]([C@@H]2[C@H]3OC(O2)(C)C)CN(C2CC(C2)CCC(=O)O)C(C)C)C=CC(=C1)OC (3-(3-((((3 aR,4R,6R,6aR)-6-(4-((2,4-dimethoxybenzyl)amino)-7H-pyrrolo[2,3-d]pyrimidin-7-yl)-2,2-dimethyltetrahydrofuro[3,4-d][1,3]dioxol-4-yl)methyl)(isopropyl)amino)cyclobutyl)propanoic acid). Isolated yield 123.0%. As a reaction SMILES: [CH3:1][O:2][C:3]1[CH:50]=[C:49]([O:51][CH3:52])[CH:48]=[CH:47][C:4]=1[CH2:5][NH:6][C:7]1[C:8]2[CH:15]=[CH:14][N:13]([C@H:16]3[C@@H:20]4[O:21][C:22]([CH3:25])([CH3:24])[O:23][C@@H:19]4[C@@H:18]([CH2:26][N:27]([CH:44]([CH3:46])[CH3:45])[CH:28]4[CH2:31][CH:30]([CH2:32][CH2:33][C:34]([O:36]CC5C=CC=CC=5)=[O:35])[CH2:29]4)[O:17]3)[C:9]=2[N:10]=[CH:11][N:12]=1.O[Li].O>C1COCC1.CO.O>[CH3:1][O:2][C:3]1[CH:50]=[C:49]([O:51][CH3:52])[CH:48]=[CH:47][C:4]=1[CH2:5][NH:6][C:7]1[C:8]2[CH:15]=[CH:14][N:13]([C@H:16]3[C@@H:20]4[O:21][C:22]([CH3:24])([CH3:25])[O:23][C@@H:19]4[C@@H:18]([CH2:26][N:27]([CH:44]([CH3:45])[CH3:46])[CH:28]4[CH2:29][CH:30]([CH2:32][CH2:33][C:34]([OH:36])=[O:35])[CH2:31]4)[O:17]3)[C:9]=2[N:10]=[CH:11][N:12]=1 |f:1.2,3.4|. Procedure: To a solution of benzyl 3-(3-((((3aR,4R,6R,6aR)-6-(4-((2,4-dimethoxybenzyl)amino)-7H-pyrrolo[2,3-d]pyrimidin-7-yl)-2,2-dimethyltetrahydrofuro[3,4-d][1,3]dioxol-4-yl)methyl)(isopropyl)amino)cyclobutyl)propanoate (2.7 g, 3.78 mmol) in THF/MeOH (15 mL/15 mL) was added a solution of LiOH.H2O (1.6 g, 37.82 mmol) in water (5 mL). The mixture was stirred at 30° C. for 2 h. The volatiles were removed under reduced pressure. To the residue was diluted with water (10 mL) and extracted with EA (15 mL×2). T... Reactants: [OH-].[Na+] (sodium hydroxide), COC(CC=1C=NC=C(C1)C1=C(C=C(C=C1)C(CC)(C1=CC(=C(C=C1)C#CC1(CCCC1)O)C)CC)C)=O ([5-(4-{1-ethyl-1-[4-(1-hydroxy-cyclopentylethynyl)-3-methyl-phenyl]-propyl}-2-methyl-phenyl)-pyridin-3-yl]-acetic acid methyl ester), [Cl-].[NH4+] (ammonium chloride). The solvent is CO (methanol). Reaction conditions: time 4 hour. The product is C(C)C(CC)(C1=CC(=C(C=C1)C#CC1(CCCC1)O)C)C1=CC(=C(C=C1)C=1C=C(C=NC1)CC(=O)O)C ([5-(4-{1-ethyl-1-[4-(1-hydroxy-cyclopentylethynyl)-3-methyl-phenyl]-propyl}-2-methyl-phenyl)-pyridin-3-yl]-acetic Acid). The yield is 64.5%. Reaction SMILES: [OH-].[Na+].C[O:4][C:5](=[O:40])[CH2:6][C:7]1[CH:8]=[N:9][CH:10]=[C:11]([C:13]2[CH:18]=[CH:17][C:16]([C:19]([CH2:37][CH3:38])([C:22]3[CH:27]=[CH:26][C:25]([C:28]#[C:29][C:30]4([OH:35])[CH2:34][CH2:33][CH2:32][CH2:31]4)=[C:24]([CH3:36])[CH:23]=3)[CH2:20][CH3:21])=[CH:15][C:14]=2[CH3:39])[CH:12]=1.[Cl-].[NH4+]>CO>[CH2:20]([C:19]([C:16]1[CH:17]=[CH:18][C:13]([C:11]2[CH:12]=[C:7]([CH2:6][C:5]([OH:40])=[O:4])[CH:8]=[N:9][CH:10]=2)=[C:14]([CH3:39])[CH:15]=1)([C:22]1[CH:27]=[CH:26][C:25]([C:28]#[C:29][C:30]2([OH:35])[CH2:31][CH2:32][CH2:33][CH2:34]2)=[C:24]([CH3:36])[CH:23]=1)[CH2:37][CH3:38])[CH3:21] |f:0.1,3.4|. Procedure details: A 2 N sodium hydroxide aqueous solution (0.15 mL) was added to a solution of [5-(4-{1-ethyl-1-[4-(1-hydroxy-cyclopentylethynyl)-3-methyl-phenyl]-propyl}-2-methyl-phenyl)-pyridin-3-yl]-acetic acid methyl ester (Example 94-(2); 24.9 mg, 0.0488 mmol) in methanol (1.0 mL), and the mixture was stirred for four hours. A saturated aqueous ammonium chloride solution was added to the reaction mixture, followed by extraction with ethyl acetate. The organic layer was washed with water, dried over anhydrous...